Dataset: the Open Reaction Database (ORD), a public repository of structured organic reaction records. Task: describe an organic reaction: reactants, conditions, products, and yield The reactants are NC1=NC(=C(C(=N1)S(=O)C)C#N)C=1OC(=CC1)COC (2-amino-4-methanesulfinyl-6-(5-methoxymethyl-furan-2-yl)-pyrimidine-5-carbonitrile), SCCC1=NC=CC=C1 (2-mercaptoethylpyridine), C1CCC2=NCCCN2CC1 (DBU). The solvent is COCCOC (DME). The product is NC1=NC(=C(C(=N1)C=1OC(=CC1)COC)C#N)SCCC1=NC=CC=C1 (2-Amino-4-(5-methoxymethyl-furan-2-yl)-6-(2-pyridin-2-yl-ethylsulfanyl)-pyrimidine-5-carbonitrile). As a reaction SMILES: [NH2:1][C:2]1[N:7]=[C:6]([S:8]([CH3:10])=O)[C:5]([C:11]#[N:12])=[C:4]([C:13]2[O:14][C:15]([CH2:18][O:19][CH3:20])=[CH:16][CH:17]=2)[N:3]=1.SC[CH2:23][C:24]1[CH:29]=[CH:28][CH:27]=[CH:26][N:25]=1.C1CCN2C(=NCCC2)CC1>COCCOC>[NH2:1][C:2]1[N:3]=[C:4]([C:13]2[O:14][C:15]([CH2:18][O:19][CH3:20])=[CH:16][CH:17]=2)[C:5]([C:11]#[N:12])=[C:6]([S:8][CH2:10][CH2:23][C:24]2[CH:29]=[CH:28][CH:27]=[CH:26][N:25]=2)[N:7]=1. Procedure: From 2-amino-4-methanesulfinyl-6-(5-methoxymethyl-furan-2-yl)-pyrimidine-5-carbonitrile, 2-mercaptoethylpyridine and DBU in DME. ES-MS m/e (%): 368 (M+H+, 100).